Dataset: the Open Reaction Database (ORD), a public repository of structured organic reaction records. Task: describe an organic reaction: reactants, conditions, products, and yield The reactants are Cc1sc(-c2ccc(C(F)(F)F)cc2)nc1COc1ccc2ccn(CC(=O)OC(C)(C)C)c2c1, [Li+], [OH-]. Yields the product Cc1sc(-c2ccc(C(F)(F)F)cc2)nc1COc1ccc2ccn(CC(=O)O)c2c1. RXN SMILES: [C:1]([CH3:2])([CH3:3])([CH3:4])[O:5][C:6]([CH2:7][n:8]1[cH:9][cH:10][c:11]2[cH:12][cH:13][c:14]([O:17][CH2:18][c:19]3[n:20][c:21](-[c:25]4[cH:26][cH:27][c:28]([C:31]([F:32])([F:33])[F:34])[cH:29][cH:30]4)[s:22][c:23]3[CH3:24])[cH:15][c:16]12)=[O:35].[Li+:37].[OH-:36]>>[O:5]=[C:6]([CH2:7][n:8]1[cH:9][cH:10][c:11]2[cH:12][cH:13][c:14]([O:17][CH2:18][c:19]3[n:20][c:21](-[c:25]4[cH:26][cH:27][c:28]([C:31]([F:32])([F:33])[F:34])[cH:29][cH:30]4)[s:22][c:23]3[CH3:24])[cH:15][c:16]12)[OH:35]. Reactants: ClC1=CC=C(COC(CN2C=NC=C2)C2=CC=CC=C2)C=C1 (1-[β-(p-chlorobenzyloxy)phenethyl]imidazole), CI (methyl iodide), C(C)#N (acetonitrile), 80. The solvent is CCOCC (ether). The product is [I-].ClC1=CC=C(COC(C[N+]2=CN(C=C2)C)C2=CC=CC=C2)C=C1 (1-[β-(p-chlorobenzyloxy)phenethyl]-3-methylimidazolium iodide). Reaction SMILES: [Cl:1][C:2]1[CH:22]=[CH:21][C:5]([CH2:6][O:7][CH:8]([C:15]2[CH:20]=[CH:19][CH:18]=[CH:17][CH:16]=2)[CH2:9][N:10]2[CH:14]=[CH:13][N:12]=[CH:11]2)=[CH:4][CH:3]=1.C[I:24].[C:25](#N)C>CCOCC>[I-:24].[Cl:1][C:2]1[CH:3]=[CH:4][C:5]([CH2:6][O:7][CH:8]([C:15]2[CH:16]=[CH:17][CH:18]=[CH:19][CH:20]=2)[CH2:9][N+:10]2[CH:14]=[CH:13][N:12]([CH3:25])[CH:11]=2)=[CH:21][CH:22]=1 |f:4.5|. Procedure: A mixture of 6.6 parts of 1-[β-(p-chlorobenzyloxy)phenethyl]imidazole, 4.2 parts of methyl iodide and 24 parts of acetonitrile is stirred and refluxed for 4 hours. Upon the addition of 80 parts of ether, the quaternary salt is precipitated. It is filtered off and crystallized from a mixture of 24 parts of acetone and 24 parts of diisopropyl ether, yielding 5 parts of 1-[β-(p-chlorobenzyloxy)phenethyl]-3-methylimidazolium iodide; mp. 112° C. Starting materials: C(C)OCC (diethylether), C(C)O.CC1=CC=C(OC(C)O)C=C1 (4-methylphenoxyethanol ethanol), S(=O)(=O)(OC)OC (Dimethyl sulfate), [OH-].[Na+] (sodium hydroxide), aqueous solution, crude product. The reagents and catalysts are [I-].C(CCC)[N+](CCCC)(CCCC)CCCC (tetrabutylammonium iodide). Run in O (water). Conditions: time 0.5 hour. The product is CC1=CC=C(C=C1)C(COCC(C1=CC=C(C=C1)C)OC)OC (4-methylphenyl-2-methoxyethyl ether). Reaction SMILES: [CH2:1]([OH:3])[CH3:2].[CH3:4][C:5]1[CH:14]=[CH:13][C:8](OC(O)C)=[CH:7][CH:6]=1.[CH2:15]([O:17][CH2:18][CH3:19])C.[OH-].[Na+].S([O:27][CH3:28])(OC)(=O)=O>[I-].C([N+](CCCC)(CCCC)CCCC)CCC.O>[CH3:4][C:5]1[CH:14]=[CH:13][C:8]([CH:2]([O:27][CH3:28])[CH2:1][O:3][CH2:19][CH:18]([O:17][CH3:15])[C:8]2[CH:7]=[CH:6][C:5]([CH3:4])=[CH:14][CH:13]=2)=[CH:7][CH:6]=1 |f:0.1,3.4,6.7|. Procedure details: For this reaction, 50 gms. (0.33 mole) of 4-methylphenoxyethanol ethanol and 2.43 gms. (0.0066 mole, 2 mole %) of tetrabutylammonium iodide (TBAI) are charged with 100 mls diethylether (DEE) to a 500 ml. flask fitted with mechanical stirrer, condenser, addition funnel and N2 inlet. Sixty-six gms. (1.65 moles) of sodium hydroxide (as a 50% aqueous solution) are then added to the flask over 15 minutes and the mixture stirred by 1/2 hour. Dimethyl sulfate (108 gms; 81 mls; 0.86 mole) are added to t...